Task: describe an organic reaction: reactants, conditions, products, and yield. Dataset: the Open Reaction Database (ORD), a public repository of structured organic reaction records Reactants: Cl (hydrochloric acid), C(C)C=1C(=NC(=C(N1)C1=C(C=C(C=C1)OC(F)(F)F)OC)OC)NCC1=CC=C(C=C1)OC ({3-ethyl-6-methoxy-5-[2-methoxy-4-(trifluoromethoxy)phenyl]pyrazin-2-yl}[(4-methoxyphenyl)methyl]amine). Reagents/catalysts: [Pd] (palladium on carbon). The solvent is CCOCC (ether), CO (methanol). Conditions: time 18 hour. Yields the product C(C)C=1C(=NC(=C(N1)C1=C(C=C(C=C1)OC(F)(F)F)OC)OC)N (3-ethyl-6-methoxy-5-[2-methoxy-4(trifluoromethoxy)phenyl]pyrazin-2-ylamine). Isolated yield 93.2%. Reaction SMILES: Cl.[CH2:2]([C:4]1[C:5]([NH:25]CC2C=CC(OC)=CC=2)=[N:6][C:7]([O:23][CH3:24])=[C:8]([C:10]2[CH:15]=[CH:14][C:13]([O:16][C:17]([F:20])([F:19])[F:18])=[CH:12][C:11]=2[O:21][CH3:22])[N:9]=1)[CH3:3]>CCOCC.[Pd].CO>[CH2:2]([C:4]1[C:5]([NH2:25])=[N:6][C:7]([O:23][CH3:24])=[C:8]([C:10]2[CH:15]=[CH:14][C:13]([O:16][C:17]([F:18])([F:19])[F:20])=[CH:12][C:11]=2[O:21][CH3:22])[N:9]=1)[CH3:3]. Procedure details: 1M hydrochloric acid in ether (2 mL) and 10% palladium on carbon (40 mg) are added to {3-ethyl-6-methoxy-5-[2-methoxy-4-(trifluoromethoxy)phenyl]pyrazin-2-yl}[(4-methoxyphenyl)methyl]amine (115 mg, 0.25 mmol) in methanol (3 mL) under a nitrogen atmosphere. The mixture is then hydrogenated at 1 ATM for 18 hours, filtered through Celite and evaporated to give 3-ethyl-6-methoxy-5-[2-methoxy-4(trifluoromethoxy)phenyl]pyrazin-2-ylamine (80 mg). Reactants: C(C)(C)OC1=C(C=C(C=C1)C(=O)N1CCC2(CC1)OC(CNC2)C2=CC=CC=C2)C ((4-isopropoxy-3-methyl-phenyl)-(8-phenyl-7-oxa-3,10-diazaspiro[5.5]undecan-3-yl)methanone), CC(=O)C (acetone), C(C)(=O)O[BH-](OC(C)=O)OC(C)=O.[Na+] (sodium triacetoxyborohydride), ClCCCl (DCE). As a reaction SMILES: [CH:1]([O:4][C:5]1[CH:10]=[CH:9][C:8]([C:11]([N:13]2[CH2:18][CH2:17][C:16]3([CH2:23][NH:22][CH2:21][CH:20]([C:24]4[CH:29]=[CH:28][CH:27]=[CH:26][CH:25]=4)[O:19]3)[CH2:15][CH2:14]2)=[O:12])=[CH:7][C:6]=1[CH3:30])([CH3:3])[CH3:2].[CH3:31][C:32]([CH3:34])=O.C(O[BH-](OC(=O)C)OC(=O)C)(=O)C.[Na+].[Cl:49]CCCl>>[ClH:49].[CH:1]([O:4][C:5]1[CH:10]=[CH:9][C:8]([C:11]([N:13]2[CH2:14][CH2:15][C:16]3([CH2:23][N:22]([CH:32]([CH3:34])[CH3:31])[CH2:21][CH:20]([C:24]4[CH:29]=[CH:28][CH:27]=[CH:26][CH:25]=4)[O:19]3)[CH2:17][CH2:18]2)=[O:12])=[CH:7][C:6]=1[CH3:30])([CH3:3])[CH3:2] |f:2.3,5.6|. Reaction conditions: time 5 hour. Product: Cl.C(C)(C)OC1=C(C=C(C=C1)C(=O)N1CCC2(CC1)OC(CN(C2)C(C)C)C2=CC=CC=C2)C ((4-isopropoxy-3-methyl-phenyl)-(10-isopropyl-8-phenyl-7-oxa-3,10-diazaspiro[5.5]undecan-3-yl)methanone hydrochloride salt). Reported procedure: To (4-isopropoxy-3-methyl-phenyl)-(8-phenyl-7-oxa-3,10-diazaspiro[5.5]undecan-3-yl)methanone (30 mg, 0.07 mmol) and acetone (130 μL, 1.77 mmol) in DCE (0.5 mL) was added sodium triacetoxyborohydride (50 mg, 0.24 mmol) and the reaction mixture was stirred for 5 hours. The reaction mixture was concentrated in vacuo, diluted with methanol, microfiltered and purified by preparative LCMS (1-99% ACN/H2O, 5 mM HCl modifier) to give (4-isopropoxy-3-methyl-phenyl)-(10-isopropyl-8-phenyl-7-oxa-3,10-diazas... Yield: 36.0%. Starting materials: O=C(OC(Cl)(Cl)Cl)Cl (diphosgene), C(C=C)OC(CN)=O (glycine allyl ester), C (charcoal). Run in O1CCOCC1 (dioxane). Product: [N-]=C=O.C(C=C)OC(CN)=O (glycine allyl ester isocyanate). As a reaction SMILES: O=C(Cl)[O:3][C:4](Cl)(Cl)Cl.[CH2:9]([O:12][C:13](=[O:16])[CH2:14][NH2:15])[CH:10]=[CH2:11].C>O1CCOCC1>[N-:15]=[C:4]=[O:3].[CH2:9]([O:12][C:13](=[O:16])[CH2:14][NH2:15])[CH:10]=[CH2:11] |f:4.5|. Procedure details: 0.35 mol diphosgene is added dropwise over 1 hour to a mixture of 0.28 mol of glycine allyl ester, prepared as described by H. Waldmann and H. Kunz in Liebigs Ann. Chem., 1983, 1712-1725, and 0.4 g activated charcoal in 400 mL dioxane under N2. The reaction mixture is then heated and stirred at reflux for 21/2 hours. The reaction mixture is then cooled, filtered, and concentrated to dryness by rotary evaporator, keeping exposure to moisture to a minimum. The crude product is re-dissolved in 100 ...